Dataset: the Open Reaction Database (ORD), a public repository of structured organic reaction records. Task: describe an organic reaction: reactants, conditions, products, and yield The product is COc1ccc(CN(Cc2ccc(OC)cc2)c2nc(C)nc(-c3cc(C(=O)N4CCN(S(C)(=O)=O)CC4)cnc3Nc3ccc(OC)nc3)n2)cc1. The reactants are C1CCOC1, COc1ccc(CN(Cc2ccc(OC)cc2)c2nc(C)nc(-c3cc(C=O)cnc3Nc3ccc(OC)nc3)n2)cc1, CS(=O)(=O)N1CCNCC1, N#C[Na]. Reaction SMILES: [CH2:57]1[O:58][CH2:59][CH2:60][CH2:61]1.[CH3:1][O:2][c:3]1[cH:4][cH:5][c:6]([CH2:7][N:8]([c:9]2[n:10][c:11](-[c:16]3[c:17]([NH:24][c:25]4[cH:26][n:27][c:28]([O:31][CH3:32])[cH:29][cH:30]4)[n:18][cH:19][c:20]([CH:21]=[O:22])[cH:23]3)[n:12][c:13]([CH3:15])[n:14]2)[CH2:33][c:34]2[cH:35][cH:36][c:37]([O:40][CH3:41])[cH:38][cH:39]2)[cH:42][cH:43]1.[CH3:47][S:48](=[O:49])(=[O:50])[N:51]1[CH2:52][CH2:53][NH:54][CH2:55][CH2:56]1.[Na:44][C:45]#[N:46]>>[CH3:1][O:2][c:3]1[cH:4][cH:5][c:6]([CH2:7][N:8]([c:9]2[n:10][c:11](-[c:16]3[c:17]([NH:24][c:25]4[cH:26][n:27][c:28]([O:31][CH3:32])[cH:29][cH:30]4)[n:18][cH:19][c:20]([C:21](=[O:22])[N:54]4[CH2:53][CH2:52][N:51]([S:48]([CH3:47])(=[O:49])=[O:50])[CH2:56][CH2:55]4)[cH:23]3)[n:12][c:13]([CH3:15])[n:14]2)[CH2:33][c:34]2[cH:35][cH:36][c:37]([O:40][CH3:41])[cH:38][cH:39]2)[cH:42][cH:43]1.